Dataset: the Open Reaction Database (ORD), a public repository of structured organic reaction records. Task: describe an organic reaction: reactants, conditions, products, and yield Starting materials: CCCCOc1ccccc1OCCBr, Cc1ccccc1, CC(C)NC(C)C, O. The product is CCCCOc1ccccc1OCCN(C(C)C)C(C)C. Reaction SMILES: [CH2:1]([CH2:2][CH2:3][CH3:4])[O:5][c:6]1[c:7]([O:12][CH2:13][CH2:14][Br:15])[cH:8][cH:9][cH:10][cH:11]1.[CH3:23][c:24]1[cH:25][cH:26][cH:27][cH:28][cH:29]1.[CH:16]([CH3:17])([CH3:18])[NH:19][CH:20]([CH3:21])[CH3:22].[OH2:30]>>[CH2:1]([CH2:2][CH2:3][CH3:4])[O:5][c:6]1[c:7]([O:12][CH2:13][CH2:14][N:19]([CH:16]([CH3:17])[CH3:18])[CH:20]([CH3:21])[CH3:22])[cH:8][cH:9][cH:10][cH:11]1. Reactants: C=CC(=O)OC, CC1(C)OC(=O)C(Cc2ccccc2)O1, C1CCOC1, CC(C)[N-]C(C)C, [Li+]. Product: COC(=O)CCC1(Cc2ccccc2)OC(C)(C)OC1=O. Reaction SMILES: [C:24]([CH:25]=[CH2:26])(=[O:27])[O:28][CH3:29].[CH2:1]([c:2]1[cH:3][cH:4][cH:5][cH:6][cH:7]1)[CH:8]1[C:9](=[O:15])[O:10][C:11]([CH3:13])([CH3:14])[O:12]1.[CH2:30]1[O:31][CH2:32][CH2:33][CH2:34]1.[CH3:17][CH:18]([N-:19][CH:20]([CH3:21])[CH3:22])[CH3:23].[Li+:16]>>[CH2:1]([c:2]1[cH:3][cH:4][cH:5][cH:6][cH:7]1)[C:8]1([CH2:26][CH2:25][C:24](=[O:27])[O:28][CH3:29])[C:9](=[O:15])[O:10][C:11]([CH3:13])([CH3:14])[O:12]1. Starting materials: Oc1ccc(Br)cc1F, O=C([O-])[O-], Cc1cc2c(OCc3ccccc3)cccc2[nH]1, CN1CCCC1=O, I[Cu]I, [K+], [K+]. Yields the product Cc1cc2c(OCc3ccccc3)cccc2n1-c1ccc(O)c(F)c1. As a reaction SMILES: [Br:19][c:20]1[cH:21][c:22]([F:27])[c:23]([OH:26])[cH:24][cH:25]1.[C:28](=[O:29])([O-:30])[O-:31].[CH3:1][c:2]1[nH:3][c:4]2[cH:5][cH:6][cH:7][c:8]([O:11][CH2:12][c:13]3[cH:14][cH:15][cH:16][cH:17][cH:18]3)[c:9]2[cH:10]1.[CH3:34][N:35]1[CH2:36][CH2:37][CH2:38][C:39]1=[O:40].[Cu:41]([I:42])[I:43].[K+:32].[K+:33]>>[CH3:1][c:2]1[n:3](-[c:20]2[cH:21][c:22]([F:27])[c:23]([OH:26])[cH:24][cH:25]2)[c:4]2[cH:5][cH:6][cH:7][c:8]([O:11][CH2:12][c:13]3[cH:14][cH:15][cH:16][cH:17][cH:18]3)[c:9]2[cH:10]1. The reactants are FC1=CC=C(C=C1)C(=O)C1CCN(CC1)S(=O)(=O)C1=CC=CC=C1 ((4-fluorophenyl)[1-(phenylsulfonyl)-4-piperidinyl]methanone), FC1=CC=C(N)C=C1 (4-fluoroaniline), C1(=CC=CC=C1)S(=O)(=O)O (benzenesulfonic acid). Solvent: C=1(C(=CC=CC1)C)C (xylene). Yields the product FC1=CC=C(C=C1)N=C(C1CCN(CC1)S(=O)(=O)C1=CC=CC=C1)C1=CC=C(C=C1)F (N,α-bis(4-fluorophenyl)-1-(phenylsulfonyl)-4-piperidinemethanimine). The yield is 69.0%. As a reaction SMILES: [F:1][C:2]1[CH:7]=[CH:6][C:5]([C:8]([CH:10]2[CH2:15][CH2:14][N:13]([S:16]([C:19]3[CH:24]=[CH:23][CH:22]=[CH:21][CH:20]=3)(=[O:18])=[O:17])[CH2:12][CH2:11]2)=O)=[CH:4][CH:3]=1.[F:25][C:26]1[CH:32]=[CH:31][C:29]([NH2:30])=[CH:28][CH:27]=1.C1(S(O)(=O)=O)C=CC=CC=1>C1(C)C(C)=CC=CC=1>[F:25][C:26]1[CH:32]=[CH:31][C:29]([N:30]=[C:8]([C:5]2[CH:6]=[CH:7][C:2]([F:1])=[CH:3][CH:4]=2)[CH:10]2[CH2:15][CH2:14][N:13]([S:16]([C:19]3[CH:24]=[CH:23][CH:22]=[CH:21][CH:20]=3)(=[O:18])=[O:17])[CH2:12][CH2:11]2)=[CH:28][CH:27]=1. Procedure details: A mixture of 13.0 g (0.037 mol) of (4-fluorophenyl)[1-(phenylsulfonyl)-4-piperidinyl]methanone, 24.4 g (0.22 mol) of 4-fluoroaniline, and 0.7 g (0.004 mol) of benzenesulfonic acid in 500 mL of xylene was heated at reflux for 7 days. Water was removed with a Dean-Stark trap. The solvent was removed in vacuo, and the residue was partitioned between CH2Cl2 and dilute NaOH. The CH2Cl2 phase was dried (Na2SO4), and the solvent was removed in vacuo. The residue was recrystallized from CH2Cl2 /hexane t... The reactants are ClC1=NC(=CC(=N1)Cl)Cl (2,4,6-trichloropyrimidine), C(C)(C)N(C(C)C)CC (N,N-diisopropylethylamine), CNC (dimethyl amine). The solvent is C1CCOC1 (THF), C1CCOC1 (THF). Reaction conditions: time 1 day. Product: ClC1=NC(=CC(=N1)N(C)C)Cl ((2,6-dichloropyrimidin-4-yl)dimethylamine). Yield: 94.6%. Reaction SMILES: [Cl:1][C:2]1[N:7]=[C:6]([Cl:8])[CH:5]=[C:4](Cl)[N:3]=1.[CH:10]([N:13](CC)[CH:14](C)C)(C)C.CNC>C1COCC1>[Cl:1][C:2]1[N:3]=[C:4]([N:13]([CH3:14])[CH3:10])[CH:5]=[C:6]([Cl:8])[N:7]=1. Procedure details: A mixture of 2,4,6-trichloropyrimidine (10 g), N,N-diisopropylethylamine (8.5 g), and THF (50 mL) was ice-cooled, and a solution of 50% aqueous dimethyl amine (4.9 g) in THF (10 mL) was added dropwise. The mixture was stirred at room temperature for 1 day, then the reaction mixture was concentrated, and the residue was diluted with chloroform and then washed with saturated aqueous sodium hydrogencarbonate. The organic layer was dried with anhydrous sodium sulfate, the desiccant was removed by fi... Reactants: C([O-])([O-])=O.[Cs+].[Cs+] (cesium carbonate), Cl.ClCC=1C=NC=C(C1)F (3-(chloromethyl)-5-fluoropyridine hydrochloride), N1C([C@]2(C3=CC=CC=C13)COC1=CC3=C(OCCO3)C=C12)=O ((8S)-2,3-dihydrospiro[furo[2,3-g][1,4]benzodioxine-8,3′-indol]-2′(1′H)-one), C([O-])([O-])=O.[Cs+].[Cs+] (cesium carbonate), Cl.ClCC=1C=NC=C(C1)F (3-(chloromethyl)-5-fluoropyridine hydrochloride), [I-].[K+] (potassium iodide). Reagents/catalysts: [I-].C(CCC)[N+](CCCC)(CCCC)CCCC (tetra-n-butylammonium iodide). Run in CC(CC)=O (2-butanone). Reaction conditions: time 72 hour. Yields the product FC=1C=C(C=NC1)CN1C([C@]2(C3=CC=CC=C13)COC1=CC3=C(OCCO3)C=C12)=O ((8S)-1′-[(5-fluoropyridin-3-yl)methyl]-2,3-dihydrospiro[furo[2,3-g][1,4]benzodioxine-8,3′-indol]-2′(1′H)-one). The yield is 18.7%. Reaction SMILES: [NH:1]1[C:9]2[C:4](=[CH:5][CH:6]=[CH:7][CH:8]=2)[C@@:3]2([C:21]3[C:12](=[CH:13][C:14]4[O:19][CH2:18][CH2:17][O:16][C:15]=4[CH:20]=3)[O:11][CH2:10]2)[C:2]1=[O:22].C(=O)([O-])[O-].[Cs+].[Cs+].Cl.Cl[CH2:31][C:32]1[CH:33]=[N:34][CH:35]=[C:36]([F:38])[CH:37]=1.[I-].[K+]>CC(=O)CC.[I-].C([N+](CCCC)(CCCC)CCCC)CCC>[F:38][C:36]1[CH:37]=[C:32]([CH2:31][N:1]2[C:9]3[C:4](=[CH:5][CH:6]=[CH:7][CH:8]=3)[C@@:3]3([C:21]4[C:12](=[CH:13][C:14]5[O:19][CH2:18][CH2:17][O:16][C:15]=5[CH:20]=4)[O:11][CH2:10]3)[C:2]2=[O:22])[CH:33]=[N:34][CH:35]=1 |f:1.2.3,4.5,6.7,9.10|. Procedure details: To a solution of (8S)-2,3-dihydrospiro[furo[2,3-g][1,4]benzodioxine-8,3′-indol]-2′(1′H)-one (0.40 g, 1.35 mmol) in 2-butanone (15 mL) was added cesium carbonate (1.76 g, 5.40 mmol), 3-(chloromethyl)-5-fluoropyridine hydrochloride (0.49 g, 2.69 mmol) and potassium iodide (0.085 g, 38 mol %). This mixture was stirred under nitrogen at ambient temperature for 72 h. Further, cesium carbonate (1.76 g, 5.40 mmol), 3-(chloromethyl)-5-fluoropyridine hydrochloride (0.49 g, 2.69 mmol) and tetra-n-butylamm...